From a dataset of the Open Reaction Database (ORD), a public repository of structured organic reaction records. describe an organic reaction: reactants, conditions, products, and yield Reactants: O (water), BrC(C(OC1=CC=CC=C1)=N)(CBr)C (phenyl 2,3-dibromo-2-methylpropanimidate), COC=1C=C(C=CC1OC)O (3,4-dimethoxyphenol), C([O-])([O-])=O.[Cs+].[Cs+] (cesium carbonate). Solvent: CN(C)C=O (DMF). Run at temperature 70 celsius, time 5 hour. The product is COC=1C=C(C=CC1OC)OC=C(C(OC1=CC=CC=C1)=NC1=CC=CC=C1)C (phenyl 3-(3,4-dimethoxyphenyloxy)-2-methyl-N-phenyl-2-propenimidate). Isolated yield 51.6%. As a reaction SMILES: Br[C:2]([CH3:14])([CH2:12]Br)[C:3](=[NH:11])[O:4][C:5]1[CH:10]=[CH:9][CH:8]=[CH:7][CH:6]=1.[CH3:15][O:16][C:17]1[CH:18]=[C:19]([OH:25])[CH:20]=[CH:21][C:22]=1[O:23][CH3:24].C(=O)([O-])[O-].[Cs+].[Cs+].O>CN(C=O)C>[CH3:15][O:16][C:17]1[CH:18]=[C:19]([O:25][CH:12]=[C:2]([CH3:14])[C:3](=[N:11][C:5]2[CH:10]=[CH:9][CH:8]=[CH:7][CH:6]=2)[O:4][C:5]2[CH:10]=[CH:9][CH:8]=[CH:7][CH:6]=2)[CH:20]=[CH:21][C:22]=1[O:23][CH3:24] |f:2.3.4|. Reported procedure: To a solution of 1.0 g (2.51 mmol) of phenyl 2,3-dibromo-2-methylpropanimidate and 466 mg (3.02 mmol) of 3,4-dimethoxyphenol in 5 ml of DMF was added 2.05 g (6.29 mmol) of cesium carbonate and stirred at 70° C. for 5 hours. After cooling to room temperature, the reaction solution was poured into water and extracted with tert-butyl methyl ether. The organic layer was washed sequentially with water and a saturated NaCl, dried over anhydrous MgSO4, and concentrated under vacuum. The residue was pur... Reactants: C(\C=C/C(=O)[O-])(=O)OC.[Na+] (sodium methyl maleate), C1(=CC=CC=C1)CC#N (phenyl acetonitrile), CN(C=O)C (dimethyl formamide). The product is C(#N)C(C1=CC=CC=C1)C(C(=O)OC)CC(=O)O (METHYL HYDROGEN α-(CYANOBENZYL)SUCCINATE). Yield: 87.9%. RXN SMILES: [C:1]([O:8][CH3:9])(=[O:7])/[CH:2]=[CH:3]\[C:4]([O-:6])=[O:5].[Na+].[C:11]1([CH2:17][C:18]#[N:19])[CH:16]=[CH:15][CH:14]=[CH:13][CH:12]=1.CN(C)C=O>>[C:18]([CH:17]([CH:2]([CH2:3][C:4]([OH:6])=[O:5])[C:1]([O:8][CH3:9])=[O:7])[C:11]1[CH:16]=[CH:15][CH:14]=[CH:13][CH:12]=1)#[N:19] |f:0.1|. Procedure details: Into a 200 ml, one-neck flask is placed 35 grams of sodium methyl maleate (0.23 moles), 85 grams (0.73 moles) of phenyl acetonitrile and 80 g(1.1 moles) dimethyl formamide. The reaction mixture is heated to 125°-140° C. for five hours and then distilled in vacuo. The residue is extracted three times with 300 ml ether. The solid (56 grams) is then dissolved in water and acidified with 23 grams conc. HCl in 50 mls water. The liquid that separates out is dissolved in ether and washed with water to ... Reactants: CC(=O)N1CC(=O)Nc2ccccc21, C1CCOC1, C[Si](C)(C)[N-][Si](C)(C)C, Fc1ccc(CBr)cc1, [Li+], CN(C)C=O. RXN SMILES: [C:1]([CH3:2])(=[O:3])[N:4]1[CH2:5][C:6](=[O:14])[NH:7][c:8]2[cH:9][cH:10][cH:11][cH:12][c:13]21.[CH2:25]1[O:26][CH2:27][CH2:28][CH2:29]1.[CH3:15][Si:16]([N-:17][Si:18]([CH3:19])([CH3:20])[CH3:21])([CH3:22])[CH3:23].[F:30][c:31]1[cH:32][cH:33][c:34]([CH2:35][Br:36])[cH:37][cH:38]1.[Li+:24].[O:39]=[CH:40][N:41]([CH3:42])[CH3:43]>>[C:1]([CH3:2])(=[O:3])[N:4]1[CH2:5][C:6](=[O:14])[N:7]([CH2:35][c:34]2[cH:33][cH:32][c:31]([F:30])[cH:38][cH:37]2)[c:8]2[cH:9][cH:10][cH:11][cH:12][c:13]21. The product is CC(=O)N1CC(=O)N(Cc2ccc(F)cc2)c2ccccc21.